This data is from the Open Reaction Database (ORD), a public repository of structured organic reaction records. The task is: describe an organic reaction: reactants, conditions, products, and yield Reactants: NN (hydrazine), CN=C=O (methyl isocyanate), FC1=CC=C(C=C1)[N+](=O)[O-] (p-Fluoronitrobenzene), FC1=CC=C(C=C1)NO (N-(4-fluorophenyl) hydroxylamine). The reagents and catalysts are [Pd] (palladium on charcoal). The solvent is O1CCCC1 (tetrahydrofuran). Run at time 48 hour. The product is CNC(=O)N(O)C1=CC=C(C=C1)F (1-methyl-3-(4'-fluorophenyl)-3-hydroxyurea). RXN SMILES: [F:1][C:2]1[CH:7]=[CH:6][C:5]([N+:8]([O-:10])=O)=[CH:4][CH:3]=1.NN.FC1C=CC(NO)=CC=1.[CH3:22][N:23]=[C:24]=[O:25]>O1CCCC1.[Pd]>[CH3:22][NH:23][C:24]([N:8]([C:5]1[CH:6]=[CH:7][C:2]([F:1])=[CH:3][CH:4]=1)[OH:10])=[O:25]. Procedure: p-Fluoronitrobenzene (14.1 g; 0.1 mole) was dissolved in tetrahydrofuran (100 ml.). Ten percent palladium on charcoal catalyst (0.1 g.) was added to the solution followed by hydrazine (6.0 ml; 0.105 mole), and the resulting mixture stirred at room temperature for about 48 hours with cooling as necessary. The reaction mixture containing N-(4-fluorophenyl) hydroxylamine was dried over anhydrous magnesium sulfate and filtered. To this solution was added methyl isocyanate (6.2 ml; 0.1 mole) and the ... The reactants are COCN(c1cc(Cl)cnc1Br)S(=O)(=O)c1ccc(Cl)c(C(F)(F)F)c1, CC(C)(C)OC(=O)N1CCOc2c(C=O)cccc21, C1CCOC1, CC(C)[Mg+], [Cl-]. Yields the product COCN(c1cc(Cl)cnc1C(O)c1cccc2c1OCCN2C(=O)OC(C)(C)C)S(=O)(=O)c1ccc(Cl)c(C(F)(F)F)c1. Reaction SMILES: [Br:1][c:2]1[n:3][cH:4][c:5]([Cl:26])[cH:6][c:7]1[N:8]([S:9](=[O:10])(=[O:11])[c:12]1[cH:13][c:14]([C:19]([F:20])([F:21])[F:22])[c:15]([Cl:18])[cH:16][cH:17]1)[CH2:23][O:24][CH3:25].[C:32]([CH3:33])([CH3:34])([CH3:35])[O:36][C:37](=[O:38])[N:39]1[CH2:40][CH2:41][O:42][c:43]2[c:44]1[cH:45][cH:46][cH:47][c:48]2[CH:49]=[O:50].[CH2:51]1[O:52][CH2:53][CH2:54][CH2:55]1.[CH:28]([Mg+:29])([CH3:30])[CH3:31].[Cl-:27]>>[c:2]1([CH:49]([c:48]2[c:43]3[c:44]([cH:45][cH:46][cH:47]2)[N:39]([C:37]([O:36][C:32]([CH3:33])([CH3:34])[CH3:35])=[O:38])[CH2:40][CH2:41][O:42]3)[OH:50])[n:3][cH:4][c:5]([Cl:26])[cH:6][c:7]1[N:8]([S:9](=[O:10])(=[O:11])[c:12]1[cH:13][c:14]([C:19]([F:20])([F:21])[F:22])[c:15]([Cl:18])[cH:16][cH:17]1)[CH2:23][O:24][CH3:25]. Starting materials: C(C)OC(=O)N1CCN(CCC1)C1=NC2=C(N1)C=CC=C2 (1-ethoxycarbonyl-4-(1H-benzimidazol-2-yl)[1,4]diazepane), CS(=O)(=O)CCOCC=1OC=CC1 (fur-2-ylmethyl 2-methanesulfonylethyl ether), O1CCCC1 (tetrahydrofuran), C[Si](C)(C)[N-][Si](C)(C)C.[K+] (potassium bis(trimethylsilyl)amide). The solvent is O (water). Reaction conditions: temperature -78 celsius, time 30 minute. Yields the product C(C)OC(=O)N1CCN(CCC1)C1=NC2=C(N1CCOCC=1OC=CC1)C=CC=C2 (1-ethoxycarbonyl-4-(1-(2-(fur-2-ylmethoxy)ethyl)-1H-benzimidazol-2-yl)[1,4]diazepane). Reaction SMILES: [CH2:1]([O:3][C:4]([N:6]1[CH2:12][CH2:11][CH2:10][N:9]([C:13]2[NH:17][C:16]3[CH:18]=[CH:19][CH:20]=[CH:21][C:15]=3[N:14]=2)[CH2:8][CH2:7]1)=[O:5])[CH3:2].O1CCCC1.C[Si]([N-][Si](C)(C)C)(C)C.[K+].CS([CH2:41][CH2:42][O:43][CH2:44][C:45]1[O:46][CH:47]=[CH:48][CH:49]=1)(=O)=O>O>[CH2:1]([O:3][C:4]([N:6]1[CH2:12][CH2:11][CH2:10][N:9]([C:13]2[N:14]([CH2:41][CH2:42][O:43][CH2:44][C:45]3[O:46][CH:47]=[CH:48][CH:49]=3)[C:15]3[CH:21]=[CH:20][CH:19]=[CH:18][C:16]=3[N:17]=2)[CH2:8][CH2:7]1)=[O:5])[CH3:2] |f:2.3|. Procedure: Combine 1-ethoxycarbonyl-4-(1H-benzimidazol-2-yl)[1,4]diazepane (1.6 mmol) and tetrahydrofuran (10 mL). Cool to -78° C. Add dropwise, a solution of potassium bis(trimethylsilyl)amide (3.6 mL, 0.5 M in toluene, 1.8 mmol). After 30 minutes, add fur-2-ylmethyl 2-methanesulfonylethyl ether (1.8 mmol). Warm to ambient temperature and heat to reflux. After 18 hours, cool to ambient temperature and add water. Separate the organic layer and extract the aqueous layer with dichloromethane. Dry the combine... The product is C(CCC)NC(OC1=CC=CC=C1)=O (phenyl N-butyl-carbamate). Reaction SMILES: [SH2]=N.C(O)(=O)[C:4]1[CH:9]=[CH:8][CH:7]=[CH:6][CH:5]=1.[CH2:12]([NH:16][C:17](=[O:19])[OH:18])[CH2:13][CH2:14][CH3:15].C1(O)C=CC=CC=1.[OH-].[Na+]>O>[CH2:12]([NH:16][C:17](=[O:18])[O:19][C:4]1[CH:5]=[CH:6][CH:7]=[CH:8][CH:9]=1)[CH2:13][CH2:14][CH3:15] |f:0.1.2,4.5|. Run in O (water), O (water). Yield: 64.2%. Reactants: [SH2]=N.C(C1=CC=CC=C1)(=O)O.C(CCC)NC(O)=O (N-butyl-carbamic acid benzoic acid sulfimide), C1(=CC=CC=C1)O (phenol), [OH-].[Na+] (sodium hydroxide). Reaction conditions: time 5 hour. Procedure details: 5 g N-butyl-carbamic acid benzoic acid sulfimide are suspended in the mixture of 1.67 g of phenol and 50 ml of water, then while stirring (5 hours), a solution of 0.71 g of sodium hydroxide in 50 ml water is added. After stirring another 3 hours, the mixture is extracted with 2×30 ml of ether. The ethereal extracts are dried with sodium sulfate, then the solvent is evaporated in a vacuum at a temperature not above 30° C. 2.15 g of phenyl N-butyl-carbamate are obtained, which can be distilled at ... Reactants: E1, ClC1=C(C=C(C=C1)OC1=CC=C(C=C1)CCOC1=NC(NC=C1)=O)C(F)(F)F (4-{[2-(4-{[4-chloro-3-(trifluoromethyl)phenyl]oxy}phenyl)ethyl]oxy}-2(1H)-pyrimidinone), Cl.ClCC=1C=NN(C1)C (4-(chloromethyl)-1-methyl-1H-pyrazole hydrochloride). The product is ClC1=C(C=C(C=C1)OC1=CC=C(C=C1)CCOC1=NC(N(C=C1)CC=1C=NN(C1)C)=O)C(F)(F)F (4-{[2-(4-{[4-Chloro-3-(trifluoromethyl)phenyl]oxy}phenyl)ethyl]oxy}-1-[(1-methyl-1H-pyrazol-4-yl)methyl]-2(1H)-pyrimidinone). As a reaction SMILES: [Cl:1][C:2]1[CH:7]=[CH:6][C:5]([O:8][C:9]2[CH:14]=[CH:13][C:12]([CH2:15][CH2:16][O:17][C:18]3[CH:23]=[CH:22][NH:21][C:20](=[O:24])[N:19]=3)=[CH:11][CH:10]=2)=[CH:4][C:3]=1[C:25]([F:28])([F:27])[F:26].Cl.Cl[CH2:31][C:32]1[CH:33]=[N:34][N:35]([CH3:37])[CH:36]=1>>[Cl:1][C:2]1[CH:7]=[CH:6][C:5]([O:8][C:9]2[CH:10]=[CH:11][C:12]([CH2:15][CH2:16][O:17][C:18]3[CH:23]=[CH:22][N:21]([CH2:31][C:32]4[CH:33]=[N:34][N:35]([CH3:37])[CH:36]=4)[C:20](=[O:24])[N:19]=3)=[CH:13][CH:14]=2)=[CH:4][C:3]=1[C:25]([F:26])([F:28])[F:27] |f:1.2|. Procedure: The title compound was prepared by a procedure similar to that described for E1 starting with 4-{[2-(4-{[4-chloro-3-(trifluoromethyl)phenyl]oxy}phenyl)ethyl]oxy}-2(1H)-pyrimidinone and 4-(chloromethyl)-1-methyl-1H-pyrazole hydrochloride. LC-MS (ESI): m/z 505 [M+H]+; 4.28 min (ret time). Starting materials: CC(C)=O, CO, O=Cc1ccc(-c2ccccc2F)cc1, [K+], [OH-], O. Product: CC(=O)C=Cc1ccc(-c2ccccc2F)cc1. RXN SMILES: [CH3:16][C:17]([CH3:18])=[O:19].[CH3:20][OH:21].[F:1][c:2]1[c:3](-[c:8]2[cH:9][cH:10][c:11]([CH:14]=[O:15])[cH:12][cH:13]2)[cH:4][cH:5][cH:6][cH:7]1.[K+:23].[OH-:22].[OH2:24]>>[F:1][c:2]1[c:3](-[c:8]2[cH:9][cH:10][c:11]([CH:14]=[CH:16][C:17]([CH3:18])=[O:19])[cH:12][cH:13]2)[cH:4][cH:5][cH:6][cH:7]1. The reactants are CC1(N(C(C=2C=C3C(=CC12)OCO3)=O)CCC3CCN(CC3)C(=O)OC(C)(C)C)C (tert-butyl 4-[2-(7,7-dimethyl-5-oxo-[1,3]dioxolo[4,5-f]isoindol-6-yl)ethyl]piperidine-1-carboxylate), C(C)O (ethanol), solution, Cl (hydrogen chloride). Solvent: C(C)(=O)OCC (ethyl acetate). Reaction conditions: time 1.25 hour. Product: Cl.CC1(N(C(C=2C=C3C(=CC12)OCO3)=O)CCC3CCNCC3)C (7,7-dimethyl-6-[2-(4-piperidyl)ethyl]-[1,3]dioxolo[4,5-f]isoindol-5-one hydrochloride). Yield: 71.0%. As a reaction SMILES: [CH3:1][C:2]1([CH3:30])[C:10]2[CH:9]=[C:8]3[O:11][CH2:12][O:13][C:7]3=[CH:6][C:5]=2[C:4](=[O:14])[N:3]1[CH2:15][CH2:16][CH:17]1[CH2:22][CH2:21][N:20](C(OC(C)(C)C)=O)[CH2:19][CH2:18]1.C(O)C.[ClH:34]>C(OCC)(=O)C>[ClH:34].[CH3:1][C:2]1([CH3:30])[C:10]2[CH:9]=[C:8]3[O:11][CH2:12][O:13][C:7]3=[CH:6][C:5]=2[C:4](=[O:14])[N:3]1[CH2:15][CH2:16][CH:17]1[CH2:22][CH2:21][NH:20][CH2:19][CH2:18]1 |f:4.5|. Procedure details: To a reaction vessel, 2 g (0.0048 mol) compound XIV, 10 ml ethanol and 50 ml 10% solution of hydrogen chloride in ethyl acetate were added, the reaction was kept at room temperature for 1-1.5 h, filtrated, the filter cake was washed with ethyl acetate, dried, and 1.2 g compound II-4 was obtained, with yield of 71%. 1H NMR (D2O): δ 1.27 (s, 6H), 1.45 (m, 2H), 1.56 (q, 2H, J=6.9 Hz), 1.69 (br s, 1H), 2.00 (d, 2H, J=13.9 Hz), 3.00 (t, 2H, J=12.6 Hz), 3.37 (t, 2H, J=7.6 Hz), 3.45 (d, 2H, J=12.3 Hz),... Starting materials: O(C1=CC=CC=C1)P(=O)(OC1=CC=CC=C1)OC=1C[C@H]2N(C1C(=O)OCC1=CC=C(C=C1)[N+](=O)[O-])C([C@@H]2[C@@H](C)O)=O (p-nitrobenzyl (5R,6S)-2-diphenoxyphosphoryloxy-6-[(R)-1-hydroxyethyl]-1-carbapen-2-em-3-carboxylate), S[C@H]1C[C@@H](N(C1)C(=O)OCC1=CC=C(C=C1)[N+](=O)[O-])C1CC(NC1)=O ((2R,4S)-4-mercapto-N-(p-nitrobenzyloxycarbonyl)-2-(2-pyrrolidon-4-yl)pyrrolidine). Product: O[C@H](C)[C@@H]1[C@@H]2N(C(=C(C2)S[C@H]2C[C@@H](N(C2)C(=O)OCC2=CC=C(C=C2)[N+](=O)[O-])C2CC(NC2)=O)C(=O)OCC2=CC=C(C=C2)[N+](=O)[O-])C1=O (p-nitrobenzyl (5R,6S)-6-[(R)-1-hydroxyethyl]-2-[(2R,4S)-N-(p-nitrobenzyloxycarbonyl)-2-(2-pyrrolidon-4-yl)pyrrolidin-4-ylthio]-1-carbapen-2-em-3-carboxylate). Isolated yield 33.2%. As a reaction SMILES: O(P(O[C:18]1[CH2:19][C@@H:20]2[C@@H:37]([C@H:38]([OH:40])[CH3:39])[C:36](=[O:41])[N:21]2[C:22]=1[C:23]([O:25][CH2:26][C:27]1[CH:32]=[CH:31][C:30]([N+:33]([O-:35])=[O:34])=[CH:29][CH:28]=1)=[O:24])(OC1C=CC=CC=1)=O)C1C=CC=CC=1.[SH:42][C@@H:43]1[CH2:47][N:46]([C:48]([O:50][CH2:51][C:52]2[CH:57]=[CH:56][C:55]([N+:58]([O-:60])=[O:59])=[CH:54][CH:53]=2)=[O:49])[C@@H:45]([CH:61]2[CH2:65][NH:64][C:63](=[O:66])[CH2:62]2)[CH2:44]1>>[OH:40][C@@H:38]([C@H:37]1[C:36](=[O:41])[N:21]2[C:22]([C:23]([O:25][CH2:26][C:27]3[CH:28]=[CH:29][C:30]([N+:33]([O-:35])=[O:34])=[CH:31][CH:32]=3)=[O:24])=[C:18]([S:42][C@@H:43]3[CH2:47][N:46]([C:48]([O:50][CH2:51][C:52]4[CH:57]=[CH:56][C:55]([N+:58]([O-:60])=[O:59])=[CH:54][CH:53]=4)=[O:49])[C@@H:45]([CH:61]4[CH2:65][NH:64][C:63](=[O:66])[CH2:62]4)[CH2:44]3)[CH2:19][C@H:20]12)[CH3:39]. Procedure: The same procedure as in Example 1-1 was carried out by using p-nitrobenzyl (5R,6S)-2-diphenoxyphosphoryloxy-6-[(R)-1-hydroxyethyl]-1-carbapen-2-em-3-carboxylate (300 mg, 0.55 mmol) and (2R,4S)-4-mercapto-N-(p-nitrobenzyloxycarbonyl)-2-(2-pyrrolidon-4-yl)pyrrolidine (200 mg, 0.55 mmol, compound of Reference Example 2) to obtain p-nitrobenzyl (5R,6S)-6-[(R)-1-hydroxyethyl]-2-[(2R,4S)-N-(p-nitrobenzyloxycarbonyl)-2-(2-pyrrolidon-4-yl)pyrrolidin-4-ylthio]-1-carbapen-2-em-3-carboxylate (127 mg, yiel... The reactants are Br, CN1CCN(CCn2nnnc2SCc2ccccc2)CC1, CC(=O)O, O. Yields the product Br, CN1CCN(CCn2nnnc2S)CC1. Reaction SMILES: [BrH:27].[CH3:1][N:2]1[CH2:3][CH2:4][N:5]([CH2:8][CH2:9][n:10]2[n:11][n:12][n:13][c:14]2[S:15][CH2:16][c:17]2[cH:18][cH:19][cH:20][cH:21][cH:22]2)[CH2:6][CH2:7]1.[CH3:23][C:24](=[O:25])[OH:26].[OH2:28]>>[BrH:27].[CH3:1][N:2]1[CH2:3][CH2:4][N:5]([CH2:8][CH2:9][n:10]2[n:11][n:12][n:13][c:14]2[SH:15])[CH2:6][CH2:7]1. Starting materials: ClCCCBr, O=C([O-])[O-], CCC(C)=O, [K+], [K+], O=C1NCCn2c1cc1cc(O)ccc12. Product: O=C1NCCn2c1cc1cc(OCCCCl)ccc12. RXN SMILES: [Br:22][CH2:23][CH2:24][CH2:25][Cl:26].[C:16](=[O:17])([O-:18])[O-:19].[CH3:27][C:28](=[O:29])[CH2:30][CH3:31].[K+:20].[K+:21].[OH:1][c:2]1[cH:3][c:4]2[cH:5][c:6]3[n:7]([c:8]2[cH:9][cH:10]1)[CH2:11][CH2:12][NH:13][C:14]3=[O:15]>>[O:1]([c:2]1[cH:3][c:4]2[cH:5][c:6]3[n:7]([c:8]2[cH:9][cH:10]1)[CH2:11][CH2:12][NH:13][C:14]3=[O:15])[CH2:23][CH2:24][CH2:25][Cl:26].